The task is: describe an organic reaction: reactants, conditions, products, and yield. This data is from the Open Reaction Database (ORD), a public repository of structured organic reaction records. The reactants are C1(CCCC1)CCl (cyclopentylmethyl chloride), C(=O)(OC)C1=C2C=3C(CCCC3NC2=CC=C1)=O (5-carbomethoxy-1,2-dihydro-9H-carbazol-4(3H)-one), C(=O)([O-])[O-].[K+].[K+] (K2CO3), C1(CCCC1)CCl (cyclopentylmethyl chloride), C1(CCCC1)CCl (cyclopentylmethyl chloride), [Na+].[I-] (NaI), C1(CCCC1)CCl (cyclopentylmethyl chloride), C(=O)([O-])[O-].[Cs+].[Cs+] (Cs2CO3). The reagents and catalysts are [Na+].[I-] (NaI). The solvent is O (H2O), CN(C)C=O (DMF). Reaction conditions: time 8 hour. The product is C1(CCCC1)CN1C2=CC=CC(=C2C=2C(CCCC12)=O)C(=O)OC (9-[(cyclopentyl)methyl]-5-carbomethoxy-1,2-dihydrocarbazol-4(3H)-one). Yield: 70.6%. As a reaction SMILES: [C:1]([C:5]1[CH:17]=[CH:16][CH:15]=[C:14]2[C:6]=1[C:7]1[C:8](=[O:18])[CH2:9][CH2:10][CH2:11][C:12]=1[NH:13]2)([O:3][CH3:4])=[O:2].C([O-])([O-])=O.[K+].[K+].[CH:25]1([CH2:30]Cl)[CH2:29][CH2:28][CH2:27][CH2:26]1.[Na+].[I-].C([O-])([O-])=O.[Cs+].[Cs+]>CN(C=O)C.[Na+].[I-].O>[CH:25]1([CH2:30][N:13]2[C:12]3[CH2:11][CH2:10][CH2:9][C:8](=[O:18])[C:7]=3[C:6]3[C:14]2=[CH:15][CH:16]=[CH:17][C:5]=3[C:1]([O:3][CH3:4])=[O:2])[CH2:29][CH2:28][CH2:27][CH2:26]1 |f:1.2.3,5.6,7.8.9,11.12|. Reported procedure: A suspension of 5-carbomethoxy-1,2-dihydro-9H-carbazol-4(3H)-one (820 g, 3.37 mmol), a catalytic amount of NaI (ca. 10 mg) and K2CO3 (930 mg, 6.74 mmol) in 6 mL of DMF was treated with cyclopentylmethyl chloride (JOC, 1964, 29, 421-423; 400 mg, 3.37 mmol). After stirring overnight at ambient temperature, an additional 800 mg of cyclopentylmethyl chloride and 1 g of NaI were added, and the resulting mixture was heated at 80° C. overnight. An additional 800 mg of cyclopentylmethyl chloride and 2.2... The reactants are CC(=CCO)C (3-methyl-2-butenol), CC(CC(=O)C1=C(C=C(C=C1C)O)O)C ((2,4-dihydroxy-6-methylphenyl) (2-methylpropyl) ketone). Solvent: O1CCOCC1 (dioxane), O1CCOCC1 (1,4-dioxane), O1CCOCC1 (dioxane). The product is CC(=CCC=1C(=C(C(=C(C1OCC=C(C)C)CC=C(C)C)C)C(=O)CC(C)C)O)C ({3,5-bis(3-methyl-2-butenyl)-2-hydroxy-6-methyl-4-(3-methyl-2-butenyloxy)phenyl}(2-methylpropyl) ketone), OC1=C(C(=CC(=C1CC=C(C)C)O)C)C(=O)CC(C)C ({2,4-dihydroxy-6-methyl-3-(3-methyl-2-butenyl)phenyl}(2-methylpropyl) ketone). RXN SMILES: [CH3:1][CH:2]([CH3:15])[CH2:3][C:4]([C:6]1[C:11]([CH3:12])=[CH:10][C:9]([OH:13])=[CH:8][C:7]=1[OH:14])=[O:5].[CH3:16][C:17]([CH3:21])=[CH:18][CH2:19]O>O1CCOCC1>[CH3:16][C:17]([CH3:21])=[CH:18][CH2:19][C:8]1[C:7]([OH:14])=[C:6]([C:4]([CH2:3][CH:2]([CH3:15])[CH3:1])=[O:5])[C:11]([CH3:12])=[C:10]([CH2:9][CH:10]=[C:11]([CH3:12])[CH3:6])[C:9]=1[O:13][CH2:4][CH:3]=[C:2]([CH3:15])[CH3:1].[OH:14][C:7]1[C:8]([CH2:19][CH:18]=[C:17]([CH3:21])[CH3:16])=[C:9]([OH:13])[CH:10]=[C:11]([CH3:12])[C:6]=1[C:4]([CH2:3][CH:2]([CH3:15])[CH3:1])=[O:5]. Reported procedure: To a solution of 1.04 g (5.00 mmol) of (2,4-dihydroxy-6-methylphenyl) (2-methylpropyl) ketone (47) in dry 1,4-dioxane (10.0 ml), under nitrogen atmosphere, added 710 mg (5.00 mmol, 1.00 equivalent) of boron trifluoride ether complex in dioxane (5.0 ml) at 10° C. with stirring. Then, added 861 mg (10.0 mmol, 2.00 equivalents) of 3-methyl-2-butenol in dioxane (5.0 ml) slowly, allowing to elevate to room temperature, and stirred for five hours. Added ether to the reaction mixture and washed the eth... Reactants: CC1=NOC(=N1)C1=C(N=C(S1)N)C1=CC=CC=C1 (5-(3-methyl-[1,2,4]oxadiazol-5-yl)-4-phenyl-thiazol-2-ylamine), O1C(=CC=C1)C(=O)Cl (furan-2-carbonyl chloride). The product is CC1=NOC(=N1)C1=C(N=C(S1)NC(=O)C=1OC=CC1)C1=CC=CC=C1 (Furan-2-carboxylic acid [5-(3-methyl-[1,2,4]oxadiazol-5-yl)-4-phenyl-thiazol-2-yl]-amide). RXN SMILES: [CH3:1][C:2]1[N:6]=[C:5]([C:7]2[S:11][C:10]([NH2:12])=[N:9][C:8]=2[C:13]2[CH:18]=[CH:17][CH:16]=[CH:15][CH:14]=2)[O:4][N:3]=1.[O:19]1[CH:23]=[CH:22][CH:21]=[C:20]1[C:24](Cl)=[O:25]>>[CH3:1][C:2]1[N:6]=[C:5]([C:7]2[S:11][C:10]([NH:12][C:24]([C:20]3[O:19][CH:23]=[CH:22][CH:21]=3)=[O:25])=[N:9][C:8]=2[C:13]2[CH:14]=[CH:15][CH:16]=[CH:17][CH:18]=2)[O:4][N:3]=1. Procedure: Prepared from 5-(3-methyl-[1,2,4]oxadiazol-5-yl)-4-phenyl-thiazol-2-ylamine and furan-2-carbonyl chloride. The reactants are N1=C(C=CC2=CC=CC=C12)COC1=CC=C(C=C1)C(C(=S)N)C1CCCCCC1 (4-(2-Quinolinylmethoxy)phenyl-cycloheptyl-thioacetamide), ClCC(C)=O (chloroacetone), C([O-])(O)=O.[Na+] (sodium bicarbonate). The solvent is O (water). Product: N1=C(C=CC2=CC=CC=C12)COC1=CC=C(C=C1)C(C=1SC=C(N1)C)C1CCCCCC1 (2-[4-(2-Quinolinylmethoxy)phenylcycloheptylmethyl]-4-methyl-thiazole). As a reaction SMILES: [N:1]1[C:10]2[C:5](=[CH:6][CH:7]=[CH:8][CH:9]=2)[CH:4]=[CH:3][C:2]=1[CH2:11][O:12][C:13]1[CH:18]=[CH:17][C:16]([CH:19]([CH:23]2[CH2:29][CH2:28][CH2:27][CH2:26][CH2:25][CH2:24]2)[C:20]([NH2:22])=[S:21])=[CH:15][CH:14]=1.Cl[CH2:31][C:32](=O)[CH3:33].C(=O)(O)[O-].[Na+]>O>[N:1]1[C:10]2[C:5](=[CH:6][CH:7]=[CH:8][CH:9]=2)[CH:4]=[CH:3][C:2]=1[CH2:11][O:12][C:13]1[CH:14]=[CH:15][C:16]([CH:19]([CH:23]2[CH2:29][CH2:28][CH2:27][CH2:26][CH2:25][CH2:24]2)[C:20]2[S:21][CH:31]=[C:32]([CH3:33])[N:22]=2)=[CH:17][CH:18]=1 |f:2.3|. Procedure details: 1.5 g (0.0037 mol) of the compound from Example III and 5 ml of chloroacetone are heated with 10 ml of water at 100° C. in an oil bath for 30 minutes. The mixture is then neutralised with sodium bicarbonate solution and extracted with methylene chloride. After the extract has been dried with sodium sulphate, it is concentrated to dryness in vacuo, and the residue is recrystallised in diisopropyl ether.